The task is: describe an organic reaction: reactants, conditions, products, and yield. This data is from the Open Reaction Database (ORD), a public repository of structured organic reaction records. Reactants: CCO, O=Cc1ccc(Cl)c([N+](=O)[O-])c1, COC(=O)c1ccc(N)cc1. The product is COC(=O)c1ccc(N=Cc2ccc(Cl)c([N+](=O)[O-])c2)cc1. As a reaction SMILES: [CH3:24][CH2:25][OH:26].[Cl:1][c:2]1[c:3]([N+:10](=[O:11])[O-:12])[cH:4][c:5]([CH:6]=[O:7])[cH:8][cH:9]1.[NH2:13][c:14]1[cH:15][cH:16][c:17]([C:18](=[O:19])[O:20][CH3:21])[cH:22][cH:23]1>>[Cl:1][c:2]1[c:3]([N+:10](=[O:11])[O-:12])[cH:4][c:5]([CH:6]=[N:13][c:14]2[cH:15][cH:16][c:17]([C:18](=[O:19])[O:20][CH3:21])[cH:22][cH:23]2)[cH:8][cH:9]1. The reactants are C(C)(C)(C)OC(C[C@@H](CN1CCC2=CC(=CC=C12)F)NC([C@H](CC(C)(C)C)NC(=O)OCC1=CC=CC=C1)=O)=O (3-(S)-(2-(S)-Benzyloxycarbonylamino-4,4-dimethyl-pentanoylamino)-4-(5-fluoro-2,3-dihydro-indol-1-yl)-butyric acid tert-butyl ester), C(C1=CC(=CC=C1)OC)(=O)O (m-anisic acid). Yields the product C(C)(C)(C)OC(C[C@@H](CN1CCC2=CC(=CC=C12)F)NC([C@H](CC(C)(C)C)NC(C1=CC(=CC=C1)OC)=O)=O)=O (4-(5-Fluoro-2,3-dihydro-indol-1-yl)-3-(S)-[2-(S)-(3-methoxy-benzoylamino)-4,4-dimethyl-pentanoylamino]-butyric acid tert-butyl ester). Yield: 92.0%. RXN SMILES: [C:1]([O:5][C:6](=[O:40])[CH2:7][C@H:8]([NH:20][C:21](=[O:39])[C@@H:22]([NH:28][C:29](OCC1C=CC=CC=1)=[O:30])[CH2:23][C:24]([CH3:27])([CH3:26])[CH3:25])[CH2:9][N:10]1[C:18]2[C:13](=[CH:14][C:15]([F:19])=[CH:16][CH:17]=2)[CH2:12][CH2:11]1)([CH3:4])([CH3:3])[CH3:2].C(O)(=O)[C:42]1[CH:47]=[CH:46][CH:45]=[C:44]([O:48][CH3:49])[CH:43]=1>>[C:1]([O:5][C:6](=[O:40])[CH2:7][C@H:8]([NH:20][C:21](=[O:39])[C@@H:22]([NH:28][C:29](=[O:30])[C:42]1[CH:47]=[CH:46][CH:45]=[C:44]([O:48][CH3:49])[CH:43]=1)[CH2:23][C:24]([CH3:27])([CH3:25])[CH3:26])[CH2:9][N:10]1[C:18]2[C:13](=[CH:14][C:15]([F:19])=[CH:16][CH:17]=2)[CH2:12][CH2:11]1)([CH3:2])([CH3:4])[CH3:3]. Procedure: This material was prepared in 92% yield in an analogous fashion to example 158 except that 3-(S)-(2-(S)-Benzyloxycarbonylamino-4,4-dimethyl-pentanoylamino)-4-(5-fluoro-2,3-dihydro-indol-1-yl)-butyric acid tert-butyl ester was deprotected and m-anisic acid was used as the acid; 1H NMR (CDCl3, 400 MHz) δ 0.95 (s, 9H), 1.40 (s, 9H), 1.57 (dd, 1H, J1=8.5, J2=14.5), 1.88 (dd, 1H, J1=4.0, J2=14.5), 2.51 (dd, 1H, J1=5.9, J2=16.3), 2.61 (dd, 1H, J1=5.1, J2=16.3), 2.81-2.96 (m, 2H), 3.07 (dd, 1H, J1=7.4,... Starting materials: CC(=O)NC1CC(NC(=O)OC(C)(C)C)CCC1N1CCC(NC(=O)OCc2ccccc2)C1=O, ClCCl, O=C(O)C(F)(F)F. The product is CC(=O)NC1CC(N)CCC1N1CCC(NC(=O)OCc2ccccc2)C1=O. As a reaction SMILES: [C:1]([CH3:2])(=[O:3])[NH:4][CH:5]1[CH2:6][CH:7]([NH:28][C:29](=[O:30])[O:31][C:32]([CH3:33])([CH3:34])[CH3:35])[CH2:8][CH2:9][CH:10]1[N:11]1[C:12](=[O:27])[CH:13]([NH:16][C:17](=[O:18])[O:19][CH2:20][c:21]2[cH:22][cH:23][cH:24][cH:25][cH:26]2)[CH2:14][CH2:15]1.[Cl:43][CH2:44][Cl:45].[OH:36][C:37]([C:38]([F:39])([F:40])[F:41])=[O:42]>>[C:1]([CH3:2])(=[O:3])[NH:4][CH:5]1[CH2:6][CH:7]([NH2:28])[CH2:8][CH2:9][CH:10]1[N:11]1[C:12](=[O:27])[CH:13]([NH:16][C:17](=[O:18])[O:19][CH2:20][c:21]2[cH:22][cH:23][cH:24][cH:25][cH:26]2)[CH2:14][CH2:15]1.